The task is: describe an organic reaction: reactants, conditions, products, and yield. This data is from the Open Reaction Database (ORD), a public repository of structured organic reaction records. The reactants are CC(=O)O, [BH3-]C#N, COC(=O)c1ccc2c(C=O)c(OC)ccc2c1, CCO, NCc1ccc(OC(F)(F)F)cc1, [Na+]. Product: COC(=O)c1ccc2c(CNCc3ccc(OC(F)(F)F)cc3)c(OC)ccc2c1. RXN SMILES: [C:32]([OH:33])(=[O:34])[CH3:35].[C:36]([BH3-:37])#[N:38].[CH3:1][O:2][C:3](=[O:4])[c:5]1[cH:6][c:7]2[cH:8][cH:9][c:10]([O:17][CH3:18])[c:11]([CH:15]=[O:16])[c:12]2[cH:13][cH:14]1.[CH3:40][CH2:41][OH:42].[F:19][C:20]([O:21][c:22]1[cH:23][cH:24][c:25]([CH2:26][NH2:27])[cH:28][cH:29]1)([F:30])[F:31].[Na+:39]>>[CH3:1][O:2][C:3](=[O:4])[c:5]1[cH:6][c:7]2[cH:8][cH:9][c:10]([O:17][CH3:18])[c:11]([CH2:15][NH:27][CH2:26][c:25]3[cH:24][cH:23][c:22]([O:21][C:20]([F:19])([F:30])[F:31])[cH:29][cH:28]3)[c:12]2[cH:13][cH:14]1.